From a dataset of the Open Reaction Database (ORD), a public repository of structured organic reaction records. describe an organic reaction: reactants, conditions, products, and yield The reactants are [N+](=O)([O-])C1=C2C(C=CC(C2=CC=C1)=O)=O (5-nitro-1,4-naphthoquinone), C(=O)N1CC2=CC=CCC2C(C1C(=O)O)C (N-formyl-4-methyl-3-tetrahydroisoquinolinecarboxylic acid). Run in C(C)(=O)OC(C)=O (acetic anhydride). The product is CC1C=2N(CC3=CC=CC=C13)C=C1C(C3=C(C(C12)=O)C=CC=C3[N+](=O)[O-])=O (5,8,13,14-Tetrahydro-14-methyl-9-nitrobenz[5,6]isoindolo[2,1-b]-isoquinoline-8,13-dione). Yield: 138.9%. RXN SMILES: [N+:1]([C:4]1[CH:13]=[CH:12][CH:11]=[C:10]2[C:5]=1[C:6](=[O:15])[CH:7]=[CH:8][C:9]2=[O:14])([O-:3])=[O:2].[CH:16]([N:18]1[CH:27](C(O)=O)[CH:26]([CH3:31])[CH:25]2[C:20](=[CH:21][CH:22]=[CH:23][CH2:24]2)[CH2:19]1)=O>C(OC(=O)C)(=O)C>[CH3:31][CH:26]1[C:25]2[C:20](=[CH:21][CH:22]=[CH:23][CH:24]=2)[CH2:19][N:18]2[CH:16]=[C:7]3[C:8]([C:9](=[O:14])[C:10]4[CH:11]=[CH:12][CH:13]=[C:4]([N+:1]([O-:3])=[O:2])[C:5]=4[C:6]3=[O:15])=[C:27]12. Reported procedure: A mixture of 5-nitro-1,4-naphthoquinone (4.7 g) and N-formyl-4-methyl-3-tetrahydroisoquinolinecarboxylic acid (2.4 g) suspended in acetic anhydride (15 ml) was stirred and heated at 70°-75° for 21/2 hours. The mixture was cooled and the solid formed was collected by filtration, washed with acetic anhydride, then with ether and finally dried to give the title compound (5.4 g) as a yellow crystalline solid. N.m.r. in DMSOd6 (ppm) δ 1.49(14-CH3);4.88(14-H); 5.37, 5.47(5-CH2); 8.39(10-H). U.v. λmax ...